This data is from the Open Reaction Database (ORD), a public repository of structured organic reaction records. The task is: describe an organic reaction: reactants, conditions, products, and yield The reactants are C(=O)(N1C=NC=C1)N1C=NC=C1 (carbonyldiimidazole), C(CCC)N (Butylamine), O (water). As a reaction SMILES: [CH2:1](N)[CH2:2]CC.[C:6]([N:13]1[CH:17]=[CH:16]N=[CH:14]1)([N:8]1[CH:12]=[CH:11][N:10]=[CH:9]1)=[O:7].O>C1COCC1>[CH2:17]([N:13]([CH3:14])[C:6]([N:8]1[CH:12]=[CH:11][N:10]=[CH:9]1)=[O:7])[CH2:16][CH2:1][CH3:2]. Reported procedure: Butylamine (20 g, 0.23 mol) was dissolved in 100 mL of THF and added at a quick dropwise rate to a suspension of carbonyldiimidazole (37.2 g, 0.23 mol) in 200 mL of THF. The solution was headed to reflux for 3 h, then cooled, treated with 200 mL of water, and partitioned into ethyl acetate. The organic layer was separated and then washed with brine, dried with MgSO4, and then concentrated to the crude imidazolide, which was purified by distillation at 108° C. and 600 mtorr to provide a pure oil.... The product is C(CCC)N(C(=O)N1C=NC=C1)C (N-butyl-N-methyl-1H-imidazole-1-carboxamide). Run in C1CCOC1 (THF), C1CCOC1 (THF). Starting materials: FC=1C=C2N(C(C(NC2=CC1)=O)(C)C)C(=O)N1CCCC1 (6-Fluoro-1,2,3,4-tetrahydro-3,3-dimethyl-4-[(pyrrolidino)carbonyl]quinoxalin-2-one), [N+](#[C-])CC1=NOC(=N1)C(C)C (3-isocyanomethyl-5-isopropyl-1,2,4-oxadiazole). Product: FC=1C=C2N(C(C=3N(C2=CC1)C=NC3C3=NOC(=N3)C(C)C)(C)C)C(=O)N3CCCC3 (7-Fluoro-4,5-dihydro-4,4-dimethyl-3-(5-isopropyl-1,2,4-oxadiazol-3-yl)-5-[(pyrrolidino)carbonyl]imidazo[1,5-a]quinoxaline). As a reaction SMILES: [F:1][C:2]1[CH:3]=[C:4]2[C:9](=[CH:10][CH:11]=1)[NH:8][C:7](=O)[C:6]([CH3:14])([CH3:13])[N:5]2[C:15]([N:17]1[CH2:21][CH2:20][CH2:19][CH2:18]1)=[O:16].[N+:22]([CH2:24][C:25]1[N:29]=[C:28]([CH:30]([CH3:32])[CH3:31])[O:27][N:26]=1)#[C-:23]>>[F:1][C:2]1[CH:3]=[C:4]2[C:9](=[CH:10][CH:11]=1)[N:8]1[CH:23]=[N:22][C:24]([C:25]3[N:29]=[C:28]([CH:30]([CH3:32])[CH3:31])[O:27][N:26]=3)=[C:7]1[C:6]([CH3:14])([CH3:13])[N:5]2[C:15]([N:17]1[CH2:21][CH2:20][CH2:19][CH2:18]1)=[O:16]. Procedure details: Following the general procedure for EXAMPLE 30 and making non-critical variation but starting with 6-fluoro-1,2,3,4-tetrahydro-3,3-dimethyl-4-[(pyrrolidino)carbonyl]quinoxalin-2-one (XXXII, EXAMPLE 32, 0.647 g) and 3-isocyanomethyl-5-isopropyl-1,2,4-oxadiazole (0.403 g) the title compound is obtained which is crystallized from methylene chloride/ethyl ether/hexane, mp 154.5°-155.5°; MS (m/z) at 424; IR (mineral oil) 1527, 1657, 1414, 1172 and 1395 cm-1 ; NMR (CDCl3) 1.45, 1.7-2.0, 3.0, 3.3, 3.33... Starting materials: C(C)C1(C2C3CCCC3C(C1)C2)O (8-ethyltricyclo[5.2.1.02,6 ]decan-8-ol), O.C1(=CC=C(C=C1)S(=O)(=O)O)C (p-toluenesulfonic acid monohydrate). Run in C1=CC=CC=C1 (benzene). Product: C(C)=C1C2C3CCCC3C(C1)C2 (8-ethylidenetricyclo[5.2.1.02,6]decane). Isolated yield 75.3%. RXN SMILES: [CH2:1]([C:3]1(O)[CH2:11][CH:10]2[CH2:12][CH:4]1[CH:5]1[CH:9]2[CH2:8][CH2:7][CH2:6]1)[CH3:2].O.C1(C)C=CC(S(O)(=O)=O)=CC=1>C1C=CC=CC=1>[CH:1](=[C:3]1[CH2:11][CH:10]2[CH2:12][CH:4]1[CH:5]1[CH:9]2[CH2:8][CH2:7][CH2:6]1)[CH3:2] |f:1.2|. Procedure details: In 600 ml of benzene was dissolved 155.0 g of 8-ethyltricyclo[5.2.1.02,6 ]decan-8-ol in endo-form. To the solution was added 8.2 g of p-toluenesulfonic acid monohydrate. This reaction mixture was heated, agitated under reflux for 6 hours while removing water, and subjected to conventional post-treatment. The resulting oily substance was purified by silica gel column chromatography, obtaining 105.0 g of 8-ethylidenetricyclo[5.2.1.02,6]decane. The yield was 75.3%. The reactants are CC1(C2=C(C(=CC=C2)P(C3=CC=CC=C3)C4=CC=CC=C4)OC5=C(C=CC=C51)P(C6=CC=CC=C6)C7=CC=CC=C7)C (Xanthphos), CN1N=C(C=C1)NC(=O)C1=NC(=CC=C1Br)C (3-Bromo-6-methyl-pyridine-2-carboxylic acid (1-methyl-1H-pyrazol-3-yl)-amide), NC1=NN(C=C1)C (3-Amino-1-methyl-pyrazole), C([O-])([O-])=O.[Cs+].[Cs+] (Cesium carbonate), C(Cl)(Cl)Cl (CHCl3). The reagents and catalysts are C=1C=CC(=CC1)/C=C/C(=O)/C=C/C2=CC=CC=C2.C=1C=CC(=CC1)/C=C/C(=O)/C=C/C2=CC=CC=C2.C=1C=CC(=CC1)/C=C/C(=O)/C=C/C2=CC=CC=C2.[Pd].[Pd] (Pd2(dba)3). Run in O1CCOCC1 (dioxane). Conditions: temperature 130 celsius. Product: CN1N=C(C=C1)NC(=O)C1=NC(=CC=C1NC1=NN(C=C1)C)C (6-Methyl-3-(1-methyl-1H-pyrazol-3-ylamino)-pyridine-2-carboxylic acid (1-methyl-1H-pyrazol-3-yl)-amide). Yield: 17.4%. As a reaction SMILES: [CH3:1][N:2]1[CH:6]=[CH:5][C:4]([NH:7][C:8]([C:10]2[C:15](Br)=[CH:14][CH:13]=[C:12]([CH3:17])[N:11]=2)=[O:9])=[N:3]1.[NH2:18][C:19]1[CH:23]=[CH:22][N:21]([CH3:24])[N:20]=1.C(=O)([O-])[O-].[Cs+].[Cs+].CC1(C)C2C(=C(P(C3C=CC=CC=3)C3C=CC=CC=3)C=CC=2)OC2C(P(C3C=CC=CC=3)C3C=CC=CC=3)=CC=CC1=2.C(Cl)(Cl)Cl>O1CCOCC1.C1C=CC(/C=C/C(/C=C/C2C=CC=CC=2)=O)=CC=1.C1C=CC(/C=C/C(/C=C/C2C=CC=CC=2)=O)=CC=1.C1C=CC(/C=C/C(/C=C/C2C=CC=CC=2)=O)=CC=1.[Pd].[Pd]>[CH3:1][N:2]1[CH:6]=[CH:5][C:4]([NH:7][C:8]([C:10]2[C:15]([NH:18][C:19]3[CH:23]=[CH:22][N:21]([CH3:24])[N:20]=3)=[CH:14][CH:13]=[C:12]([CH3:17])[N:11]=2)=[O:9])=[N:3]1 |f:2.3.4,8.9.10.11.12|. Reported procedure: In a 10 ml reaction vessel were dissolved 60 mg (0.203 mmol) 3-Bromo-6-methyl-pyridine-2-carboxylic acid (1-methyl-1H-pyrazol-3-yl)-amide and 25 mg (0.254 mmol, 1.5 equiv.) of 3-Amino-1-methyl-pyrazole in 4 ml of dioxane. Cesium carbonate (93 mg, 0.285 mmol, 1.4 equiv.) were added and argon was bubbled through the suspension for 3 min. Then Xanthphos (39 mg, 0.067 mmol, 0.33 equiv.) and Pd2(dba)3.CHCl3 (21 mg, 0.020 mmol, 0.1 equiv.) were added. The vessel was closed and the mixture was heated o...